This data is from the Open Reaction Database (ORD), a public repository of structured organic reaction records. The task is: describe an organic reaction: reactants, conditions, products, and yield The reactants are C(=C)S(=O)(=O)C=1C=CC(=C(C1)S(=O)(=O)NC1=C(C=CC=C1)NS(=O)(=O)C1=CC2=C(S1)C=CC=C2)OC (benzo[b]thiophene-2-sulfonic acid [2-(5-ethenesulfonyl-2-methoxy-benzenesulfonylamino) -phenyl]-amide), N(C)C.C1CCOC1 (Me2NH THF). Solvent: C1CCOC1 (THF). Conditions: time 30 minute. Yields the product CN(CCS(=O)(=O)C=1C=CC(=C(C1)S(=O)(=O)NC1=C(C=CC=C1)NS(=O)(=O)C1=CC2=C(S1)C=CC=C2)OC)C (benzo[b]thiophene-2-sulfonic acid {2-[5-(2-dimethylaminoethanesulfonyl)-2-methoxybenzenesulfonylamino]phenyl}-amide). As a reaction SMILES: [CH:1]([S:3]([C:6]1[CH:7]=[CH:8][C:9]([O:35][CH3:36])=[C:10]([S:12]([NH:15][C:16]2[CH:21]=[CH:20][CH:19]=[CH:18][C:17]=2[NH:22][S:23]([C:26]2[S:30][C:29]3[CH:31]=[CH:32][CH:33]=[CH:34][C:28]=3[CH:27]=2)(=[O:25])=[O:24])(=[O:14])=[O:13])[CH:11]=1)(=[O:5])=[O:4])=[CH2:2].[NH:37]([CH3:39])[CH3:38].C1COCC1>C1COCC1>[CH3:38][N:37]([CH3:39])[CH2:2][CH2:1][S:3]([C:6]1[CH:7]=[CH:8][C:9]([O:35][CH3:36])=[C:10]([S:12]([NH:15][C:16]2[CH:21]=[CH:20][CH:19]=[CH:18][C:17]=2[NH:22][S:23]([C:26]2[S:30][C:29]3[CH:31]=[CH:32][CH:33]=[CH:34][C:28]=3[CH:27]=2)(=[O:25])=[O:24])(=[O:13])=[O:14])[CH:11]=1)(=[O:4])=[O:5] |f:1.2|. Procedure: To a solution of benzo[b]thiophene-2-sulfonic acid [2-(5-ethenesulfonyl-2-methoxy-benzenesulfonylamino) -phenyl]-amide (0.5 mmol), as prepared above, in dry THF (10 mL), Me2NH-THF solution (2.5 mL; 2 M Me2NH in THF solution) was added. The resulting reaction mixture was stirred at room temperature for 30 min. After removal of the solvent under vacuum, the residue obtained was purified by flash column chromatography eluting with EtOAc then DCM/methanol (100:2 to 100:10) to give 290 mg of benzo[b]... Reactants: COC(=O)c1c(OCc2ccccc2)c(=O)c(Br)cn1CC(O)CO, [O-][I+3]([O-])([O-])[O-], [Na+], O. Yields the product COC(=O)c1c(OCc2ccccc2)c(=O)c(Br)cn1CC(O)O. As a reaction SMILES: [Br:7][c:8]1[c:9](=[O:31])[c:10]([O:23][CH2:24][c:25]2[cH:26][cH:27][cH:28][cH:29][cH:30]2)[c:11]([C:19](=[O:20])[O:21][CH3:22])[n:12]([CH2:14][CH:15]([CH2:16][OH:17])[OH:18])[cH:13]1.[I+3:1]([O-:2])([O-:3])([O-:4])[O-:5].[Na+:6].[OH2:32]>>[OH:2][CH:15]([CH2:14][n:12]1[c:11]([C:19](=[O:20])[O:21][CH3:22])[c:10]([O:23][CH2:24][c:25]2[cH:26][cH:27][cH:28][cH:29][cH:30]2)[c:9](=[O:31])[c:8]([Br:7])[cH:13]1)[OH:18]. Starting materials: CC(C)(C)OC(=O)COc1cccc(C=CCOC(=O)N(c2ccccc2)c2ccccc2)c1, CO, [Li+], C1CCOC1, [OH-]. The product is O=C(O)COc1cccc(C=CCOC(=O)N(c2ccccc2)c2ccccc2)c1. RXN SMILES: [C:3]([CH3:4])([CH3:5])([CH3:6])[O:7][C:8]([CH2:9][O:10][c:11]1[cH:12][c:13]([CH:17]=[CH:18][CH2:19][O:20][C:21]([N:22]([c:23]2[cH:24][cH:25][cH:26][cH:27][cH:28]2)[c:29]2[cH:30][cH:31][cH:32][cH:33][cH:34]2)=[O:35])[cH:14][cH:15][cH:16]1)=[O:36].[CH3:37][OH:38].[Li+:1].[O:39]1[CH2:40][CH2:41][CH2:42][CH2:43]1.[OH-:2]>>[O:7]=[C:8]([CH2:9][O:10][c:11]1[cH:12][c:13]([CH:17]=[CH:18][CH2:19][O:20][C:21]([N:22]([c:23]2[cH:24][cH:25][cH:26][cH:27][cH:28]2)[c:29]2[cH:30][cH:31][cH:32][cH:33][cH:34]2)=[O:35])[cH:14][cH:15][cH:16]1)[OH:36]. Starting materials: C(C)C1C(CC(C(C(OC(C2CCCCN2C(C(C2(C(CC(C(C(CC(CC(=C1)C)C)OC)O2)OC)C)O)=O)=O)=O)C(=CC2CC(C(CC2)OC=2C=C1C(=CN(C1=CC2)C)CCO[Si](C)(C)C(C)(C)C)OC)C)C)O)=O (17-ethyl-1,14-dihydroxy-12-[2'-(4"-(1-methyl-3-(2-t-butyldimethylsilyloxyethyl)indol-5-yl)oxy-3"-methoxycyclohexyl)-1'-methylvinyl]-23,25-dimethoxy-13,19,21,27-tetramethyl-11,28-dioxa-4-azatricyclo[22.3.1.04,9 ]octacos-18-ene-2,3,10,16-tetraone), O.C1(=CC=C(C=C1)S(=O)(=O)O)C (p-toluenesulfonic acid monohydrate). Solvent: C(Cl)Cl (CH2Cl2), CO (CH3OH). Run at time 3 hour. The product is COC1CC(CC(=CCC(CCC(COC(C2CCCCN2C(C(C2C(CC(C1O2)OC)C)=O)=O)=O)C)=O)C)C (23,25-dimethoxy-13,19,21,27-tetramethyl-11,28-dioxa-4-azatricyclo[22.3.1.04,9 ]octacos-18-ene-2,3,10,16-tetraone). Reaction SMILES: C([CH:3]1[CH:29]=[C:28]([CH3:30])[CH2:27][CH:26]([CH3:31])[CH2:25][CH:24]([O:32][CH3:33])[CH:23]2[O:34][C:19](O)([CH:20]([CH3:37])[CH2:21][CH:22]2[O:35][CH3:36])[C:18](=[O:39])[C:17](=[O:40])[N:16]2[CH:11]([CH2:12][CH2:13][CH2:14][CH2:15]2)[C:10](=[O:41])[O:9][CH:8](C(C)=CC2CCC(OC3C=C4C(=CC=3)N(C)C=C4CCO[Si](C(C)(C)C)(C)C)C(OC)C2)[CH:7]([CH3:74])[CH:6](O)[CH2:5][C:4]1=[O:76])C.O.C1(C)C=CC(S(O)(=O)=O)=CC=1>C(Cl)Cl.CO>[CH3:33][O:32][CH:24]1[CH:23]2[O:34][CH:19]([CH:20]([CH3:37])[CH2:21][CH:22]2[O:35][CH3:36])[C:18](=[O:39])[C:17](=[O:40])[N:16]2[CH:11]([CH2:12][CH2:13][CH2:14][CH2:15]2)[C:10](=[O:41])[O:9][CH2:8][CH:7]([CH3:74])[CH2:6][CH2:5][C:4](=[O:76])[CH2:3][CH:29]=[C:28]([CH3:30])[CH2:27][CH:26]([CH3:31])[CH2:25]1 |f:1.2|. Procedure details: To a stirred solution of 17-ethyl-1,14-dihydroxy-12-[2'-(4"-(1-methyl-3-(2-t-butyldimethylsilyloxyethyl)indol-5-yl)oxy-3"-methoxycyclohexyl)-1'-methylvinyl]-23,25-dimethoxy-13,19,21,27-tetramethyl-11,28-dioxa-4-azatricyclo[22.3.1.04,9 ]octacos-18-ene-2,3,10,16-tetraone (200 mg.) in CH2Cl2 (6 mL.) and CH3OH (6 mL.) was added p-toluenesulfonic acid monohydrate (30 mg.). The reaction mixture was allowed to stir 3 hours. The reaction was quenched with saturated aqueous NaHCO3 and extracted 4× with C... Starting materials: ClCCl, CC(=O)OC(C)=O, Nc1nccn2c(CC3CCNCC3)nc(-c3ccc4ccc(-c5ccccc5)nc4c3)c12. Product: CC(=O)N1CCC(Cc2nc(-c3ccc4ccc(-c5ccccc5)nc4c3)c3c(N)nccn23)CC1. As a reaction SMILES: [CH2:41]([Cl:42])[Cl:43].[CH3:34][C:35](=[O:36])[O:37][C:38](=[O:39])[CH3:40].[c:1]1(-[c:7]2[n:8][c:9]3[cH:10][c:11](-[c:17]4[n:18][c:19]([CH2:27][CH:28]5[CH2:29][CH2:30][NH:31][CH2:32][CH2:33]5)[n:20]5[c:21]4[c:22]([NH2:26])[n:23][cH:24][cH:25]5)[cH:12][cH:13][c:14]3[cH:15][cH:16]2)[cH:2][cH:3][cH:4][cH:5][cH:6]1>>[c:1]1(-[c:7]2[n:8][c:9]3[cH:10][c:11](-[c:17]4[n:18][c:19]([CH2:27][CH:28]5[CH2:29][CH2:30][N:31]([C:35]([CH3:34])=[O:36])[CH2:32][CH2:33]5)[n:20]5[c:21]4[c:22]([NH2:26])[n:23][cH:24][cH:25]5)[cH:12][cH:13][c:14]3[cH:15][cH:16]2)[cH:2][cH:3][cH:4][cH:5][cH:6]1. Starting materials: O=c1cc(OCc2ccc(Br)cn2)cnn1C1CCCCO1, O=c1cc(O)cnn1C1CCCCO1. Yields the product O=c1cc(OCc2ccccn2)cnn1C1CCCCO1. As a reaction SMILES: [Br:1][c:2]1[cH:3][cH:4][c:5]([CH2:8][O:9][c:10]2[cH:11][c:12](=[O:22])[n:13]([CH:16]3[O:17][CH2:18][CH2:19][CH2:20][CH2:21]3)[n:14][cH:15]2)[n:6][cH:7]1.[OH:23][c:24]1[cH:25][n:26][n:27]([CH:28]2[CH2:29][CH2:30][CH2:31][CH2:32][O:33]2)[c:34](=[O:35])[cH:36]1>>[cH:2]1[cH:3][cH:4][c:5]([CH2:8][O:9][c:10]2[cH:11][c:12](=[O:22])[n:13]([CH:16]3[O:17][CH2:18][CH2:19][CH2:20][CH2:21]3)[n:14][cH:15]2)[n:6][cH:7]1. Reaction SMILES: [O:1]=[C:2]1[NH:6][CH2:5][C@H:4]([C:7]([OH:9])=O)[O:3]1.[N+]([O-])(O)=O.[N+:14]([O:17][CH2:18][CH2:19][NH2:20])([O-:16])=[O:15].C1(P(N=[N+]=[N-])(C2C=CC=CC=2)=O)C=CC=CC=1>>[N+:14]([O:17][CH2:18][CH2:19][NH:20][C:7]([C@@H:4]1[O:3][C:2](=[O:1])[NH:6][CH2:5]1)=[O:9])([O-:16])=[O:15] |f:1.2|. Procedure: Following a procedure similar to that described in Example 1, but using 0.32 g of (5R)-2-oxooxazolidine-5-carboxylic acid, 0.50 g of N-(2-nitrooxyethyl)amine nitrate and 0.63 ml of diphenylphosphoryl azide, 0.11 g of the title compound was obtained as pale yellow plates, melting at 103°-105° C. The reactants are O=C1O[C@H](CN1)C(=O)O ((5R)-2-oxooxazolidine-5-carboxylic acid), [N+](=O)(O)[O-].[N+](=O)([O-])OCCN (N-(2-nitrooxyethyl)amine nitrate), C1(=CC=CC=C1)P(=O)(C1=CC=CC=C1)N=[N+]=[N-] (diphenylphosphoryl azide). Yields the product [N+](=O)([O-])OCCNC(=O)[C@H]1CNC(O1)=O ((5R)-N-(2-Nitrooxyethyl)-2-oxooxazolidine-5-carboxamide). The yield is 20.6%.